From a dataset of the Open Reaction Database (ORD), a public repository of structured organic reaction records. describe an organic reaction: reactants, conditions, products, and yield Starting materials: C(C)OC(CCCCCC[C@H]1[C@H](CCC1=CCC(CCCCC)=O)O)=O (9α-hydroxy-15-oxo-12-prostenoic acid ethyl ester), C[Mg]Br (methyl magnesium bromide). Product: C(C)OC(CCCCCC[C@H]1[C@H](CCC1=CCC(CCCCC)(C)O)O)=O (9α,15-dihydroxy-15-methyl-12-prostenoic acid ethyl ester). As a reaction SMILES: [CH2:1]([O:3][C:4](=[O:26])[CH2:5][CH2:6][CH2:7][CH2:8][CH2:9][CH2:10][C@@H:11]1[C:15](=[CH:16][CH2:17][C:18](=[O:24])[CH2:19][CH2:20][CH2:21][CH2:22][CH3:23])[CH2:14][CH2:13][C@@H:12]1[OH:25])[CH3:2].[CH3:27][Mg]Br>>[CH2:1]([O:3][C:4](=[O:26])[CH2:5][CH2:6][CH2:7][CH2:8][CH2:9][CH2:10][C@@H:11]1[C:15](=[CH:16][CH2:17][C:18]([OH:24])([CH3:27])[CH2:19][CH2:20][CH2:21][CH2:22][CH3:23])[CH2:14][CH2:13][C@@H:12]1[OH:25])[CH3:2]. Procedure: Following the procedure of Example 16, 9α-hydroxy-15-oxo-12-prostenoic acid ethyl ester is reacted with methyl magnesium bromide to produce 9α,15-dihydroxy-15-methyl-12-prostenoic acid ethyl ester as a mixture of the 15-epimers, Rf = 0.29. The reactants are BrP(Br)(c1ccccc1)(c1ccccc1)c1ccccc1, ClCCl, CC(C)N(CCCCOCCO)C1CCN(Cc2ccccc2)CC1. Yields the product CC(C)N(CCCCOCCBr)C1CCN(Cc2ccccc2)CC1. As a reaction SMILES: [Br:26][P:27]([Br:28])([c:29]1[cH:30][cH:31][cH:32][cH:33][cH:34]1)([c:35]1[cH:36][cH:37][cH:38][cH:39][cH:40]1)[c:41]1[cH:42][cH:43][cH:44][cH:45][cH:46]1.[Cl:47][CH2:48][Cl:49].[OH:1][CH2:2][CH2:3][O:4][CH2:5][CH2:6][CH2:7][CH2:8][N:9]([CH:10]([CH3:11])[CH3:12])[CH:13]1[CH2:14][CH2:15][N:16]([CH2:19][c:20]2[cH:21][cH:22][cH:23][cH:24][cH:25]2)[CH2:17][CH2:18]1>>[CH2:2]([CH2:3][O:4][CH2:5][CH2:6][CH2:7][CH2:8][N:9]([CH:10]([CH3:11])[CH3:12])[CH:13]1[CH2:14][CH2:15][N:16]([CH2:19][c:20]2[cH:21][cH:22][cH:23][cH:24][cH:25]2)[CH2:17][CH2:18]1)[Br:26]. The reactants are C1(CC1)CN1C=C(C2=C1N=CN=C2N)I (7-cyclopropylmethyl-5-iodo-7H-pyrrolo[2,3-d]pyrimidin-4-ylamine), C1(=CC=CC=C1)C1=NC2=CC(=CC=C2C=C1)B1OC(C(O1)(C)C)(C)C (2-phenyl-7-(4,4,5,5-tetramethyl-[1,3,2]dioxaborolan-2-yl)-quinoline), C(=O)([O-])[O-].[Na+].[Na+] (Na2CO3), O (water). Reagents/catalysts: C=1C=CC(=CC1)[P](C=2C=CC=CC2)(C=3C=CC=CC3)[Pd]([P](C=4C=CC=CC4)(C=5C=CC=CC5)C=6C=CC=CC6)([P](C=7C=CC=CC7)(C=8C=CC=CC8)C=9C=CC=CC9)[P](C=1C=CC=CC1)(C=1C=CC=CC1)C=1C=CC=CC1 (Pd(PPh3)4). The solvent is CN(C)C=O (DMF). Product: C1(CC1)CN1C=C(C2=C1N=CN=C2N)C2=CC=C1C=CC(=NC1=C2)C2=CC=CC=C2 (7-Cyclopropylmethyl-5-(2-phenylquinolin-7-yl)-7H-pyrrolo[2,3-d]pyrimidin-4-ylamine). Reaction SMILES: [CH:1]1([CH2:4][N:5]2[C:9]3[N:10]=[CH:11][N:12]=[C:13]([NH2:14])[C:8]=3[C:7](I)=[CH:6]2)[CH2:3][CH2:2]1.[C:16]1([C:22]2[CH:31]=[CH:30][C:29]3[C:24](=[CH:25][C:26](B4OC(C)(C)C(C)(C)O4)=[CH:27][CH:28]=3)[N:23]=2)[CH:21]=[CH:20][CH:19]=[CH:18][CH:17]=1.C([O-])([O-])=O.[Na+].[Na+].O>CN(C=O)C.C1C=CC([P]([Pd]([P](C2C=CC=CC=2)(C2C=CC=CC=2)C2C=CC=CC=2)([P](C2C=CC=CC=2)(C2C=CC=CC=2)C2C=CC=CC=2)[P](C2C=CC=CC=2)(C2C=CC=CC=2)C2C=CC=CC=2)(C2C=CC=CC=2)C2C=CC=CC=2)=CC=1>[CH:1]1([CH2:4][N:5]2[C:9]3[N:10]=[CH:11][N:12]=[C:13]([NH2:14])[C:8]=3[C:7]([C:26]3[CH:25]=[C:24]4[C:29]([CH:30]=[CH:31][C:22]([C:16]5[CH:21]=[CH:20][CH:19]=[CH:18][CH:17]=5)=[N:23]4)=[CH:28][CH:27]=3)=[CH:6]2)[CH2:3][CH2:2]1 |f:2.3.4,^1:56,58,77,96|. Procedure details: Following the general procedure for the Suzuki coupling, 7-cyclopropylmethyl-5-iodo-7H-pyrrolo[2,3-d]pyrimidin-4-ylamine (94.0 mg, 0.299 mmol) was reacted with 2-phenyl-7-(4,4,5,5-tetramethyl-[1,3,2]dioxaborolan-2-yl)-quinoline (104 mg, 0.314 mmol), Na2CO3 (79.0 mg, 0.745 mmol) and Pd(PPh3)4 (21 mg, 0.018 mmol) in DMF (7.5 mL)/water (1.5 mL). The crude material was purified by an SCX column (2 g/6 mL barrel) followed by column chromatography on silica gel [Jones Flashmaster, 10 g/70 mL cartridge... The reactants are CC(C)(C)NC(=O)C1CCCCN1CC(O)C(Cc1ccccc1)NC(=O)OCc1ccccc1, CCO. Yields the product CC(C)(C)NC(=O)C1CCCCN1CC(O)C(N)Cc1ccccc1. RXN SMILES: [CH2:1]([O:2][C:3](=[O:4])[NH:11][CH:12]([CH:13]([CH2:14][N:15]1[CH:16]([C:21](=[O:22])[NH:23][C:24]([CH3:25])([CH3:26])[CH3:27])[CH2:17][CH2:18][CH2:19][CH2:20]1)[OH:28])[CH2:29][c:30]1[cH:31][cH:32][cH:33][cH:34][cH:35]1)[c:5]1[cH:6][cH:7][cH:8][cH:9][cH:10]1.[CH3:36][CH2:37][OH:38]>>[NH2:11][CH:12]([CH:13]([CH2:14][N:15]1[CH:16]([C:21](=[O:22])[NH:23][C:24]([CH3:25])([CH3:26])[CH3:27])[CH2:17][CH2:18][CH2:19][CH2:20]1)[OH:28])[CH2:29][c:30]1[cH:31][cH:32][cH:33][cH:34][cH:35]1. Starting materials: C(C(=O)Cl)(=O)Cl (oxalylchloride), BrC1=CC(=C(C=C1)CBr)Cl (4-bromo-1-bromomethyl-2-chloro-benzene), CN1C(OC2=C1C=C(C=C2)C(=O)Cl)=O (3-methyl-2-oxo-2,3-dihydro-benzooxazole-5-carbonyl chloride), CN1C(OC2=C1C=C(C=C2)C(=O)O)=O (3-methyl-2-oxo-2,3-dihydro-benzooxazole-5-carboxylic acid), C(=O)(O)[O-].[Na+] (NaHCO3). The reagents and catalysts are CN(C)C=O (DMF), [Pd].C1(=CC=CC=C1)P(C1=CC=CC=C1)C1=CC=CC=C1.C1(=CC=CC=C1)P(C1=CC=CC=C1)C1=CC=CC=C1.C1(=CC=CC=C1)P(C1=CC=CC=C1)C1=CC=CC=C1.C1(=CC=CC=C1)P(C1=CC=CC=C1)C1=CC=CC=C1 (tetrakis(triphenylphosphine) palladium(0)), [Zn] (zinc). Solvent: COCCOC (1,2-dimethoxyethane), COCCOC (1,2-dimethoxyethane), COCCOC (1,2-dimethoxyethane), C(Cl)Cl (CH2Cl2). Reaction conditions: time 1.5 hour. Yields the product BrC1=CC(=C(C=C1)CC(=O)C=1C=CC2=C(N(C(O2)=O)C)C1)Cl (5-[2-(4-Bromo-2-chloro-phenyl)-acetyl]-3-methyl-3H-benzooxazol-2-one), solid. Yield: 40.0%. Reaction SMILES: [CH3:1][N:2]1[C:6]2[CH:7]=[C:8]([C:11]([OH:13])=O)[CH:9]=[CH:10][C:5]=2[O:4][C:3]1=[O:14].C(Cl)(=O)C(Cl)=O.CN1C2C=C(C(Cl)=O)C=CC=2OC1=O.[Br:35][C:36]1[CH:41]=[CH:40][C:39]([CH2:42]Br)=[C:38]([Cl:44])[CH:37]=1.C([O-])(O)=O.[Na+]>C(Cl)Cl.CN(C=O)C.COCCOC.[Zn].[Pd].C1(P(C2C=CC=CC=2)C2C=CC=CC=2)C=CC=CC=1.C1(P(C2C=CC=CC=2)C2C=CC=CC=2)C=CC=CC=1.C1(P(C2C=CC=CC=2)C2C=CC=CC=2)C=CC=CC=1.C1(P(C2C=CC=CC=2)C2C=CC=CC=2)C=CC=CC=1>[Br:35][C:36]1[CH:41]=[CH:40][C:39]([CH2:42][C:11]([C:8]2[CH:9]=[CH:10][C:5]3[O:4][C:3](=[O:14])[N:2]([CH3:1])[C:6]=3[CH:7]=2)=[O:13])=[C:38]([Cl:44])[CH:37]=1 |f:4.5,10.11.12.13.14|. Procedure details: To a suspension of 3-methyl-2-oxo-2,3-dihydro-benzooxazole-5-carboxylic acid (2.20 g) in CH2Cl2 (30 mL) were added five drops of DMF and oxalylchloride (1.57 mL). The mixture was stirred at room temperature for 1.5 hours and was then concentrated to dryness. 1,2-Dimethoxyethane (150 mL) was added and the solvent was evaporated again to give the crude acid chloride (3-methyl-2-oxo-2,3-dihydro-benzooxazole-5-carbonyl chloride). To a suspension of zinc powder (1.49 g) in 1,2-dimethoxyethane (15 mL)... The reactants are CCCC[N+](CCCC)(CCCC)CCCC.[F-] (TBAF), [Si](C)(C)(C(C)(C)C)OCCC=1C=C(SC1)CN1CCC2(CN(CCO2)C(C(F)(F)F)=O)CC1 (1-(9-((4-(2-(tert-butyldimethylsilyloxy)ethyl)thiophen-2-yl)methyl)-1-oxa-4,9-diazaspiro[5.5]undecan-4-yl)-2,2,2-trifluoroethanone). Run in C1CCOC1 (THF). Run at time 1 hour. Yields the product FC(C(=O)N1CCOC2(C1)CCN(CC2)CC=2SC=C(C2)CCO)(F)F (2,2,2-Trifluoro-1-(9-((4-(2-hydroxyethyl)thiophen-2-yl)methyl)-1-oxa-4,9-diazaspiro[5.5]undecan-4-yl)ethanone). Reaction SMILES: CCCC[N+](CCCC)(CCCC)CCCC.[F-].[Si]([O:26][CH2:27][CH2:28][C:29]1[CH:30]=[C:31]([CH2:34][N:35]2[CH2:51][CH2:50][C:38]3([O:43][CH2:42][CH2:41][N:40]([C:44](=[O:49])[C:45]([F:48])([F:47])[F:46])[CH2:39]3)[CH2:37][CH2:36]2)[S:32][CH:33]=1)(C(C)(C)C)(C)C>C1COCC1>[F:48][C:45]([F:46])([F:47])[C:44]([N:40]1[CH2:39][C:38]2([CH2:37][CH2:36][N:35]([CH2:34][C:31]3[S:32][CH:33]=[C:29]([CH2:28][CH2:27][OH:26])[CH:30]=3)[CH2:51][CH2:50]2)[O:43][CH2:42][CH2:41]1)=[O:49] |f:0.1|. Reported procedure: TBAF (1M in THF, 2.96 mL) was added to a stirred solution of 1-(9-((4-(2-(tert-butyldimethylsilyloxy)ethyl)thiophen-2-yl)methyl)-1-oxa-4,9-diazaspiro[5.5]undecan-4-yl)-2,2,2-trifluoroethanone (Example 43, step a) (1.500 g, 2.96 mmol) in THF (5 mL). After 1 h, the solution was evaporated to gum. Purification by silica gel chromatography eluting with ethyl acetate:triethylamine, 10:1 gave the subtitled compound as a gum. Yield 0.25 g. Starting materials: FC1=C(OC=2C(=NC(=CC2)C)C)C=CC(=C1)B1OC(C(O1)(C)C)(C)C (3-[2-Fluoro-4-(4,4,5,5-tetramethyl-[1,3,2]dioxaborolan-2-yl)-phenoxy]-2,6-dimethyl-pyridine), C(=O)(O)[O-].[Na+] (NaHCO3), BrC1=C(C(N(C=C1)CC1CC1)=O)C#N (4-Bromo-1-cyclopropylmethyl-2-oxo-1,2-dihydro-pyridine-3-carbonitrile). Reagents/catalysts: C=1C=CC(=CC1)[P](C=2C=CC=CC2)(C=3C=CC=CC3)[Pd]([P](C=4C=CC=CC4)(C=5C=CC=CC5)C=6C=CC=CC6)([P](C=7C=CC=CC7)(C=8C=CC=CC8)C=9C=CC=CC9)[P](C=1C=CC=CC1)(C=1C=CC=CC1)C=1C=CC=CC1 (Pd(PPh3)4). Run in O1CCOCC1 (1,4-dioxane). Product: C1(CC1)CN1C(C(=C(C=C1)C1=CC(=C(C=C1)OC=1C(=NC(=CC1)C)C)F)C#N)=O (1-Cyclopropylmethyl-4-[4-(2,6-dimethyl-pyridin-3-yloxy)-3-fluoro-phenyl]-2-oxo-1,2-dihydro-pyridine-3-carbonitrile). The yield is 57.1%. As a reaction SMILES: [F:1][C:2]1[CH:16]=[C:15](B2OC(C)(C)C(C)(C)O2)[CH:14]=[CH:13][C:3]=1[O:4][C:5]1[C:6]([CH3:12])=[N:7][C:8]([CH3:11])=[CH:9][CH:10]=1.C([O-])(O)=O.[Na+].Br[C:32]1[CH:37]=[CH:36][N:35]([CH2:38][CH:39]2[CH2:41][CH2:40]2)[C:34](=[O:42])[C:33]=1[C:43]#[N:44]>O1CCOCC1.C1C=CC([P]([Pd]([P](C2C=CC=CC=2)(C2C=CC=CC=2)C2C=CC=CC=2)([P](C2C=CC=CC=2)(C2C=CC=CC=2)C2C=CC=CC=2)[P](C2C=CC=CC=2)(C2C=CC=CC=2)C2C=CC=CC=2)(C2C=CC=CC=2)C2C=CC=CC=2)=CC=1>[CH:39]1([CH2:38][N:35]2[CH:36]=[CH:37][C:32]([C:15]3[CH:14]=[CH:13][C:3]([O:4][C:5]4[C:6]([CH3:12])=[N:7][C:8]([CH3:11])=[CH:9][CH:10]=4)=[C:2]([F:1])[CH:16]=3)=[C:33]([C:43]#[N:44])[C:34]2=[O:42])[CH2:40][CH2:41]1 |f:1.2,^1:54,56,75,94|. Procedure details: To a solution of intermediate 12 (2 mmol) in 1,4-dioxane (6 ml) and a saturated solution of NaHCO3 (6 ml) was added intermediate 5 (0.51 g, 2 mmol). The resulting solution was degassed using a stream of nitrogen and to this was added Pd(PPh3)4 (0.231 mg, 0.2 mmol). The reaction was then microwaved in a sealed tube at 150° C. for 10 minutes. The resulting cooled reaction mixture was filtered through a pad of diatomaceous earth and concentrated in vacuo. The crude reaction mixture was then purifie...